This data is from the Open Reaction Database (ORD), a public repository of structured organic reaction records. The task is: describe an organic reaction: reactants, conditions, products, and yield Starting materials: O.NN (hydrazine hydrate), C(CCCCCC)(=O)OCC (ethyl heptanoate). Solvent: C(C)O (ethanol). The product is C(CCCCCC)(=O)NN (heptanohydrazide). Yield: 51.2%. RXN SMILES: O.[NH2:2][NH2:3].[C:4]([O:12]CC)(=O)[CH2:5][CH2:6][CH2:7][CH2:8][CH2:9][CH3:10]>C(O)C>[C:4]([NH:2][NH2:3])(=[O:12])[CH2:5][CH2:6][CH2:7][CH2:8][CH2:9][CH3:10] |f:0.1|. Procedure details: 12.2 g of hydrazine hydrate was added to a solution of 15 g of ethyl heptanoate in 20 ml of ethanol, followed by heat-refluxing for 4.5 hours. After the reaction, the reaction mixture was cooled to precipitate a crystal. The crystal was recovered by filtration and recrystallized from 20 ml of ethanol to obtain 7 g of heptanohydrazide. Starting materials: Cc1ccccc1, CN(C)c1ccncc1, Nc1cccc(Oc2ccc3nc(NC(=O)C4CC4)sc3c2)c1, O=C(O)c1cccc(C(F)(F)F)c1, O=S(Cl)Cl, c1ccncc1. The product is O=C(Nc1cccc(Oc2ccc3nc(NC(=O)C4CC4)sc3c2)c1)c1cccc(C(F)(F)F)c1. RXN SMILES: [CH3:18][c:19]1[cH:20][cH:21][cH:22][cH:23][cH:24]1.[CH3:48][N:49]([CH3:50])[c:51]1[cH:52][cH:53][n:54][cH:55][cH:56]1.[NH2:25][c:26]1[cH:27][c:28]([O:29][c:30]2[cH:31][c:32]3[c:33]([n:34][c:35]([NH:37][C:38](=[O:39])[CH:40]4[CH2:41][CH2:42]4)[s:36]3)[cH:43][cH:44]2)[cH:45][cH:46][cH:47]1.[OH:1][C:2](=[O:3])[c:4]1[cH:5][cH:6][cH:7][c:8]([C:10]([F:11])([F:12])[F:13])[cH:9]1.[S:14]([Cl:15])([Cl:16])=[O:17].[cH:57]1[cH:58][cH:59][n:60][cH:61][cH:62]1>>[C:2](=[O:3])([c:4]1[cH:5][cH:6][cH:7][c:8]([C:10]([F:11])([F:12])[F:13])[cH:9]1)[NH:25][c:26]1[cH:27][c:28]([O:29][c:30]2[cH:31][c:32]3[c:33]([n:34][c:35]([NH:37][C:38](=[O:39])[CH:40]4[CH2:41][CH2:42]4)[s:36]3)[cH:43][cH:44]2)[cH:45][cH:46][cH:47]1. The reactants are CCOC(=O)N1C2CCC1CC(N1CCC(Nc3ccc(F)cc3)CC1)C2, CS(=O)(=O)Cl, ClCCl. The product is CCOC(=O)N1C2CCC1CC(N1CCC(N(c3ccc(F)cc3)S(C)(=O)=O)CC1)C2. As a reaction SMILES: [CH2:1]([CH3:2])[O:3][C:4](=[O:5])[N:6]1[CH:7]2[CH2:8][CH:9]([N:14]3[CH2:15][CH2:16][CH:17]([NH:20][c:21]4[cH:22][cH:23][c:24]([F:27])[cH:25][cH:26]4)[CH2:18][CH2:19]3)[CH2:10][CH:11]1[CH2:12][CH2:13]2.[CH3:28][S:29]([Cl:30])(=[O:31])=[O:32].[Cl:33][CH2:34][Cl:35]>>[CH2:1]([CH3:2])[O:3][C:4](=[O:5])[N:6]1[CH:7]2[CH2:8][CH:9]([N:14]3[CH2:15][CH2:16][CH:17]([N:20]([c:21]4[cH:22][cH:23][c:24]([F:27])[cH:25][cH:26]4)[S:29]([CH3:28])(=[O:31])=[O:32])[CH2:18][CH2:19]3)[CH2:10][CH:11]1[CH2:12][CH2:13]2.